From a dataset of the Open Reaction Database (ORD), a public repository of structured organic reaction records. describe an organic reaction: reactants, conditions, products, and yield Reactants: C[Mg+].[Br-] (MeMgBr), C(C)(=O)C1=CC=C(C(=N1)C1=CCC(CC1)(C)C)NC(=O)C=1NC(=CN1)C#N (5-cyano-1H-imidazole-2-carboxylic acid [6-acetyl-2-(4,4-dimethyl-cyclohex-1-enyl)-pyridin-3-yl]-amide), C1CCOC1 (THF), C[Mg+].[Br-] (MeMgBr). The product is CC1C(=C(CCC1)C1=NC(=CC=C1NC(=O)C=1NC(=CN1)C#N)C(C)(C)O)C (5-Cyano-1H-imidazole-2-carboxylic acid [2-(dimethyl-cyclohex-1-enyl)-6-(1-hydroxy-1-methyl-ethyl)-pyridin-3-yl]-amide). Isolated yield 43.0%. Reaction SMILES: [C:1]([C:4]1[N:9]=[C:8]([C:10]2[CH2:15][CH2:14]C(C)(C)[CH2:12][CH:11]=2)[C:7]([NH:18][C:19]([C:21]2[NH:22][C:23]([C:26]#[N:27])=[CH:24][N:25]=2)=[O:20])=[CH:6][CH:5]=1)(=[O:3])[CH3:2].[CH3:28][Mg+].[Br-].[CH2:31]1[CH2:35]OC[CH2:32]1>>[CH3:32][CH:31]1[CH2:35][CH2:14][CH2:15][C:10]([C:8]2[C:7]([NH:18][C:19]([C:21]3[NH:22][C:23]([C:26]#[N:27])=[CH:24][N:25]=3)=[O:20])=[CH:6][CH:5]=[C:4]([C:1]([OH:3])([CH3:28])[CH3:2])[N:9]=2)=[C:11]1[CH3:12] |f:1.2|. Procedure details: To a solution of 5-cyano-1H-imidazole-2-carboxylic acid [6-acetyl-2-(4,4-dimethyl-cyclohex-1-enyl)-pyridin-3-yl]-amide (as prepared in the previous step, 6 mg, 0.016 mmol) in THF (1 mL) was added MeMgBr (3 M in THF, 41 μL, 0.072 mmol). After 20 min another 2.5 equivalents of MeMgBr was added and the reaction was allowed to warm to room temperature and quenched with saturated aqueous NaHCO3 (2 mL). The slurry was filtered through a 5-g Sep-Pak SPE column and concentrated in vacuo. The crude produ... Reactants: C=C(C#N)C(=O)O, [Cl-], O=S(Cl)Cl, c1ccccc1, c1ccncc1, c1ccc2cc3ccccc3cc2c1. RXN SMILES: [C:1](#[N:2])[C:3]([C:4](=[O:5])[OH:6])=[CH2:7].[Cl-:32].[S:22]([Cl:23])([Cl:24])=[O:25].[cH:26]1[cH:27][cH:28][cH:29][cH:30][cH:31]1.[cH:33]1[cH:34][cH:35][n:36][cH:37][cH:38]1.[cH:8]1[cH:9][cH:10][cH:11][c:12]2[cH:13][c:14]3[cH:15][cH:16][cH:17][cH:18][c:19]3[cH:20][c:21]12>>[C:1](#[N:2])[C:3]([C:4](=[O:5])[Cl:24])=[CH2:7].[cH:8]1[cH:9][cH:10][cH:11][c:12]2[cH:13][c:14]3[cH:15][cH:16][cH:17][cH:18][c:19]3[cH:20][c:21]12. Yields the product C=C(C#N)C(=O)Cl, c1ccc2cc3ccccc3cc2c1. Reaction SMILES: [CH3:11][C:12]#[N:13].[O:1]1[CH2:2][CH:3]1[CH2:4][CH3:5].[nH:6]1[cH:7][n:8][cH:9][cH:10]1>>[OH:1][CH:3]([CH2:2][n:6]1[cH:7][n:8][cH:9][cH:10]1)[CH2:4][CH3:5]. Yields the product CCC(O)Cn1ccnc1. Reactants: CC#N, CCC1CO1, c1c[nH]cn1. Starting materials: O=C([O-])[O-], C#CCO, Fc1cnccc1-c1nc2cc(C(F)(F)F)ccc2o1, [K+], [K+], O. The product is C#CCOc1cnccc1-c1nc2cc(C(F)(F)F)ccc2o1. RXN SMILES: [C:21](=[O:22])([O-:23])[O-:24].[CH2:27]([C:28]#[CH:29])[OH:30].[F:1][c:2]1[cH:3][n:4][cH:5][cH:6][c:7]1-[c:8]1[o:9][c:10]2[c:11]([n:12]1)[cH:13][c:14]([C:17]([F:18])([F:19])[F:20])[cH:15][cH:16]2.[K+:25].[K+:26].[OH2:31]>>[c:2]1([O:30][CH2:27][C:28]#[CH:29])[cH:3][n:4][cH:5][cH:6][c:7]1-[c:8]1[o:9][c:10]2[c:11]([n:12]1)[cH:13][c:14]([C:17]([F:18])([F:19])[F:20])[cH:15][cH:16]2. Reaction SMILES: [F-].C([N+](CCCC)(CCCC)CCCC)CCC.[Si]([O:36][CH2:37][C@@H:38]([N:42]1[C@H:47]([C:48]2[CH:53]=[CH:52][C:51]([Cl:54])=[CH:50][CH:49]=2)[C@@H:46]([C:55]2[CH:60]=[CH:59][CH:58]=[C:57]([Cl:61])[CH:56]=2)[CH2:45][C@@:44]([CH2:63][C:64]([OH:66])=[O:65])([CH3:62])[C:43]1=[O:67])[CH:39]1[CH2:41][CH2:40]1)(C(C)(C)C)(C1C=CC=CC=1)C1C=CC=CC=1>C1COCC1.C(OCC)(=O)C>[Cl:61][C:57]1[CH:56]=[C:55]([C@@H:46]2[C@@H:47]([C:48]3[CH:53]=[CH:52][C:51]([Cl:54])=[CH:50][CH:49]=3)[N:42]([C@@H:38]([CH:39]3[CH2:40][CH2:41]3)[CH2:37][OH:36])[C:43](=[O:67])[C@:44]([CH2:63][C:64]([OH:66])=[O:65])([CH3:62])[CH2:45]2)[CH:60]=[CH:59][CH:58]=1 |f:0.1|. Starting materials: [F-].C(CCC)[N+](CCCC)(CCCC)CCCC (tetrabutylammonium fluoride), [F-].C(CCC)[N+](CCCC)(CCCC)CCCC (tetrabutylammonium fluoride), [Si](C1=CC=CC=C1)(C1=CC=CC=C1)(C(C)(C)C)OC[C@H](C1CC1)N1C([C@@](C[C@@H]([C@H]1C1=CC=C(C=C1)Cl)C1=CC(=CC=C1)Cl)(C)CC(=O)O)=O (2-((3R,5R,6S)-1-((S)-2-((tert-butyldiphenylsilyl)oxy)-1-cyclopropylethyl)-5-(3-chlorophenyl)-6-(4-chlorophenyl)-3-methyl-2-oxopiperidin-3-yl)acetic acid). Reported procedure: A solution of tetrabutylammonium fluoride, (1.0 M in THF, 0.453 mL, 0.453 mmol) was added to a solution of 2-((3R,5R,6S)-1-((S)-2-(tert-butyldiphenylsilyloxy)-1-cyclopropylethyl)-5-(3-chlorophenyl)-6-(4-chlorophenyl)-3-methyl-2-oxopiperidin-3-yl)acetic acid (Example 251, Step E, 108 mg, 0.151 mmol) in THF (4 ml) and the reaction was stirred at ambient temperature for 20 hours. Analysis by LC-MS showed incomplete reaction so an extra 0.225 ml of tetrabutylammonium fluoride solution was added and ... Solvent: C(C)(=O)OCC (ethyl acetate), C1CCOC1 (THF), C1CCOC1 (THF). Run at time 20 hour. The product is ClC=1C=C(C=CC1)[C@H]1C[C@](C(N([C@@H]1C1=CC=C(C=C1)Cl)[C@H](CO)C1CC1)=O)(C)CC(=O)O (2-((3R,5R,6S)-5-(3-chlorophenyl)-6-(4-chlorophenyl)-1-((S)-1-cyclopropyl-2-hydroxyethyl)-3-methyl-2-oxopiperidin-3-yl)acetic acid). The reactants are ClC=1C(=NC=C(C(=O)O)C1)Cl (5,6-dichloronicotinic acid), COC1=CC(=C(N)C=C1)[N+](=O)[O-] (4-methoxy-2-nitroaniline). Product: ClC=1C=C(C=NC1Cl)C(=O)NC1=C(C=C(C=C1)OC)[N+](=O)[O-] (5,6-Dichloro-N-(4-methoxy-2-nitrophenyl)-3-pyridinecarboxamide). RXN SMILES: [Cl:1][C:2]1[C:3]([Cl:11])=[N:4][CH:5]=[C:6]([CH:10]=1)[C:7]([OH:9])=O.[CH3:12][O:13][C:14]1[CH:20]=[CH:19][C:17]([NH2:18])=[C:16]([N+:21]([O-:23])=[O:22])[CH:15]=1>>[Cl:1][C:2]1[CH:10]=[C:6]([C:7]([NH:18][C:17]2[CH:19]=[CH:20][C:14]([O:13][CH3:12])=[CH:15][C:16]=2[N+:21]([O-:23])=[O:22])=[O:9])[CH:5]=[N:4][C:3]=1[Cl:11]. Procedure details: The title compound was prepared from 5,6-dichloronicotinic acid and 4-methoxy-2-nitroaniline and was obtained as a yellow solid as described in Example 15. 1H NMR (DMSO-d6): 10.85 (bs, 1H), 8.88 (d, J=2.4, 1H), 8.59 (d, J=2.4, 1H), 7.58-7.54 (m, 2H), 7.39-7.35 (m, 1H), 3.87 (s, 3H). The reactants are O=C([O-])[O-], CCN1CCN(c2ccc(N)cn2)CC1, CS(=O)(=O)Nc1cccc(-c2csc3cnc(Cl)nc23)c1, [Cs+], [Cs+], CC(=O)[O-], CC(=O)[O-], C1COCCO1, [Pd+2]. The product is CCN1CCN(c2ccc(Nc3ncc4scc(-c5cccc(NS(C)(=O)=O)c5)c4n3)cn2)CC1. Reaction SMILES: [C:22](=[O:23])([O-:24])[O-:25].[CH2:28]([CH3:29])[N:30]1[CH2:31][CH2:32][N:33]([c:36]2[cH:37][cH:38][c:39]([NH2:42])[cH:40][n:41]2)[CH2:34][CH2:35]1.[Cl:1][c:2]1[n:3][cH:4][c:5]2[c:6]([n:7]1)[c:8](-[c:11]1[cH:12][c:13]([NH:17][S:18](=[O:19])(=[O:20])[CH3:21])[cH:14][cH:15][cH:16]1)[cH:9][s:10]2.[Cs+:26].[Cs+:27].[O-:50][C:51]([CH3:52])=[O:53].[O-:54][C:55]([CH3:56])=[O:57].[O:43]1[CH2:44][CH2:45][O:46][CH2:47][CH2:48]1.[Pd+2:49]>>[c:2]1([NH:42][c:39]2[cH:38][cH:37][c:36]([N:33]3[CH2:32][CH2:31][N:30]([CH2:28][CH3:29])[CH2:35][CH2:34]3)[n:41][cH:40]2)[n:3][cH:4][c:5]2[c:6]([n:7]1)[c:8](-[c:11]1[cH:12][c:13]([NH:17][S:18](=[O:19])(=[O:20])[CH3:21])[cH:14][cH:15][cH:16]1)[cH:9][s:10]2. Reported procedure: Prepared analogously to example 243.2 from 4-(4-fluoro-2-hydroxy-phenylamino)-5-methyl-thieno[2,3-d]pyrimidine-6-carboxylic acid methyl ester (67 mg) and bromocyclopentane (60 mg). The product is COC(=O)C1=C(C2=C(N=CN=C2NC2=C(C=C(C=C2)F)OC2CCCC2)S1)C (4-(2-Cyclopentoxy-4-fluoro-phenylamino)-5-methyl-thieno[2,3-d]pyrimidine-6-carboxylic acid methyl ester). Reaction SMILES: [CH3:1][O:2][C:3]([C:5]1[S:22][C:8]2[N:9]=[CH:10][N:11]=[C:12]([NH:13][C:14]3[CH:19]=[CH:18][C:17]([F:20])=[CH:16][C:15]=3[OH:21])[C:7]=2[C:6]=1[CH3:23])=[O:4].Br[CH:25]1[CH2:29][CH2:28][CH2:27][CH2:26]1>>[CH3:1][O:2][C:3]([C:5]1[S:22][C:8]2[N:9]=[CH:10][N:11]=[C:12]([NH:13][C:14]3[CH:19]=[CH:18][C:17]([F:20])=[CH:16][C:15]=3[O:21][CH:25]3[CH2:29][CH2:28][CH2:27][CH2:26]3)[C:7]=2[C:6]=1[CH3:23])=[O:4]. The reactants are COC(=O)C1=C(C2=C(N=CN=C2NC2=C(C=C(C=C2)F)O)S1)C (4-(4-fluoro-2-hydroxy-phenylamino)-5-methyl-thieno[2,3-d]pyrimidine-6-carboxylic acid methyl ester), BrC1CCCC1 (bromocyclopentane). Reactants: ClC=1C=C(C=CC1)S (3-chlorothiophenol), COC(CBr)OC (bromoacetaldehyde dimethyl acetal), [H-].[Na+] (sodium hydride). Run in C1CCOC1 (THF). Run at time 16 hour. Product: ClC1=CC(=CC=C1)SCC(OC)OC (1-Chloro-3-(2,2-dimethoxy-ethyl-sulfanyl)-benzene). The yield is 95.8%. Reaction SMILES: [Cl:1][C:2]1[CH:3]=[C:4]([SH:8])[CH:5]=[CH:6][CH:7]=1.[CH3:9][O:10][CH:11]([O:14][CH3:15])[CH2:12]Br.[H-].[Na+]>C1COCC1>[Cl:1][C:2]1[CH:7]=[CH:6][CH:5]=[C:4]([S:8][CH2:12][CH:11]([O:14][CH3:15])[O:10][CH3:9])[CH:3]=1 |f:2.3|. Procedure: To a solution of 3-chlorothiophenol (2.4 g, 16.6 mmol) in THF (200 mL) at 0° C. is added bromoacetaldehyde dimethyl acetal (2.8 g, 16.6 mmol). To the solution is added sodium hydride (0.70 g, 17.4 mmol, 60% mineral oil dispersion). The reaction is stirred for 16 hours, then quenched by the addition of saturated NH4Cl (aq.). The solution is diluted with EtOAc. The organic layer is washed with saturated NaCl (aq.). The organic layer is dried over MgSO4, filtered and concentrated. The crude product...